This data is from the Open Reaction Database (ORD), a public repository of structured organic reaction records. The task is: describe an organic reaction: reactants, conditions, products, and yield Starting materials: C(C)(=O)O[C@@H]1CC2=CC[C@H]3[C@@H]4CC[C@H]([C@@H](CCC(=O)Cl)C)[C@]4(CC[C@@H]3[C@]2(CC1)C)C (3β-acetoxy-5-cholenic acid chloride), ice, Cl (hydrochloric acid), C(C)(C)[Mg]Br (isopropyl-magnesium bromide), [Mg] (magnesium), BrC(C)C (2-bromopropane). The reagents and catalysts are [Br-].[Cd+2].[Br-] (cadmium bromide). Run in C1=CC=CC=C1 (benzene), C1=CC=CC=C1 (benzene), CCOCC (ether). Yields the product C(C)(=O)O[C@@H]1CC2=CC[C@H]3[C@@H]4CC[C@H]([C@@H](CCC(C(C)C)=O)C)[C@]4(CC[C@@H]3[C@]2(CC1)C)C (3β-acetoxy-24-oxo-5-cholestene). The yield is 69.9%. RXN SMILES: [Mg].Br[CH:3]([CH3:5])[CH3:4].C([Mg]Br)(C)C.[C:11]([O:14][C@H:15]1[CH2:38][CH2:37][C@@:36]2([CH3:39])[C:17](=[CH:18][CH2:19][C@@H:20]3[C@@H:35]2[CH2:34][CH2:33][C@@:32]2([CH3:40])[C@H:21]3[CH2:22][CH2:23][C@@H:24]2[C@H:25]([CH3:31])[CH2:26][CH2:27][C:28](Cl)=[O:29])[CH2:16]1)(=[O:13])[CH3:12].Cl>CCOCC.C1C=CC=CC=1.[Br-].[Cd+2].[Br-]>[C:11]([O:14][C@H:15]1[CH2:38][CH2:37][C@@:36]2([CH3:39])[C:17](=[CH:18][CH2:19][C@@H:20]3[C@@H:35]2[CH2:34][CH2:33][C@@:32]2([CH3:40])[C@H:21]3[CH2:22][CH2:23][C@@H:24]2[C@H:25]([CH3:31])[CH2:26][CH2:27][C:28](=[O:29])[CH:3]([CH3:5])[CH3:4])[CH2:16]1)(=[O:13])[CH3:12] |f:7.8.9|. Reported procedure: To a mixture of magnesium (24 g, 1.00 mole) in dry ether (500 ml) was added dropwise 2-bromopropane (60 ml, 639 mmole) while stirring. After the addition was completed, the reaction mixture was stirred for thirty minutes. The ethereal solution was transferred to another flask. Then to the resulting isopropyl-magnesium bromide solution was added portionwise cadmium bromide (75 g, 276 mmole) at room temperature. The resulting dark solution was refluxed gently for one hour, followed by the addition... RXN SMILES: [CH3:1][O:2][C:3](=[O:4])[CH:5]1[C:6](=[O:25])[O:7][CH2:8][CH:9]1[CH:10]([CH:11]=[CH:12][CH2:13][CH2:14][CH2:15][CH2:16][CH3:17])[S:18][c:19]1[cH:20][cH:21][cH:22][cH:23][cH:24]1.[CH3:26][C:27]([CH3:28])([O-:29])[CH3:30].[CH3:44][S:45](=[O:46])[CH3:47].[ClH:43].[I:32][CH2:33][CH2:34][CH2:35][CH2:36][CH2:37][CH2:38][C:39](=[O:40])[O:41][CH3:42].[K+:31]>>[CH3:1][O:2][C:3](=[O:4])[C:5]1([CH2:33][CH2:34][CH2:35][CH2:36][CH2:37][CH2:38][C:39](=[O:40])[O:41][CH3:42])[C:6](=[O:25])[O:7][CH2:8][CH:9]1[CH:10]([CH:11]=[CH:12][CH2:13][CH2:14][CH2:15][CH2:16][CH3:17])[S:18][c:19]1[cH:20][cH:21][cH:22][cH:23][cH:24]1. Starting materials: CCCCCC=CC(Sc1ccccc1)C1COC(=O)C1C(=O)OC, CC(C)(C)[O-], CS(C)=O, Cl, COC(=O)CCCCCCI, [K+]. Yields the product CCCCCC=CC(Sc1ccccc1)C1COC(=O)C1(CCCCCCC(=O)OC)C(=O)OC. Starting materials: C(C)OC(=O)C1C(CN(CC1)CC1=CC=CC=C1)C=1SC=CC1 (1-Benzyl-3-thiophen-2-yl-piperidine-4-carboxylic acid ethyl ester). Solvent: Cl (HCl). The product is C(C1=CC=CC=C1)N1CC(C(CC1)C(=O)O)C=1SC=CC1 (1-Benzyl-3-thiophen-2-yl-piperidine-4-carboxylic acid). The yield is 98.0%. Reaction SMILES: C([O:3][C:4]([CH:6]1[CH2:11][CH2:10][N:9]([CH2:12][C:13]2[CH:18]=[CH:17][CH:16]=[CH:15][CH:14]=2)[CH2:8][CH:7]1[C:19]1[S:20][CH:21]=[CH:22][CH:23]=1)=[O:5])C>Cl>[CH2:12]([N:9]1[CH2:10][CH2:11][CH:6]([C:4]([OH:5])=[O:3])[CH:7]([C:19]2[S:20][CH:21]=[CH:22][CH:23]=2)[CH2:8]1)[C:13]1[CH:14]=[CH:15][CH:16]=[CH:17][CH:18]=1. Procedure: The product from step b) (2.9 g, 8.8 mmol) was treated with 4 M HCl (200 ml) at 100° C. for 16 hours. Next, the reaction was evaporated to dryness, azeotroped with toluene (2×50 ml) and placed on the high vacuum to give the subtitle compound (2.9 g, 98%). MS calculated for C17H19NO2S−H 300, observed 300. Reactants: IC=1C=NN(C1)CCOC1OCCCC1 (4-iodo-1-[2-(tetrahydro-pyran-2-yloxy)-ethyl]-1H-pyrazole), COB1OC(C(O1)(C)C)(C)C (2-methoxy-4,4,5,5-tetramethyl-1,3,2-dioxaborolane). Solvent: C1CCOC1 (THF), C1CCOC1 (THF). Run at temperature 0 celsius, time 1 hour. Yields the product O1C(CCCC1)OCCN1N=CC(=C1)B1OC(C(O1)(C)C)(C)C (1-[2-(Tetrahydro-pyran-2-yloxy)-ethyl]-4-(4,4,5,5-tetramethyl-[1,3,2]dioxaborolan-2-yl)-1H-pyrazole). RXN SMILES: I[C:2]1[CH:3]=[N:4][N:5]([CH2:7][CH2:8][O:9][CH:10]2[CH2:15][CH2:14][CH2:13][CH2:12][O:11]2)[CH:6]=1.CO[B:18]1[O:22][C:21]([CH3:24])([CH3:23])[C:20]([CH3:26])([CH3:25])[O:19]1>C1COCC1>[O:11]1[CH2:12][CH2:13][CH2:14][CH2:15][CH:10]1[O:9][CH2:8][CH2:7][N:5]1[CH:6]=[C:2]([B:18]2[O:22][C:21]([CH3:24])([CH3:23])[C:20]([CH3:26])([CH3:25])[O:19]2)[CH:3]=[N:4]1. Reported procedure: This stage was prepared like described in patent application US 2007/0265272, p. 38 & 39: To a solution of 4-iodo-1-[2-(tetrahydro-pyran-2-yloxy)-ethyl]-1H-pyrazole (Stage 171.5, 7 g, 21.73 mmol) in anhydrous THF (55 mL) was added at 0° C. under argon iPrMgCl in THF (2 M, 21.73 mL) drop by drop. The RM was stirred at 0° C. for 1 h. Then 2-methoxy-4,4,5,5-tetramethyl-1,3,2-dioxaborolane (5.36 g, 32.6 mmol) was added at 0° C. and the solution was stirred at rt for 1 further hour. The RM was then q...